From a dataset of the Open Reaction Database (ORD), a public repository of structured organic reaction records. describe an organic reaction: reactants, conditions, products, and yield The reactants are C1CCOC1, CC(Cl)C(=O)NC(CO)c1ccccc1, [H-], [Na+], [Na+], O=C([O-])O. Yields the product CC1OCC(c2ccccc2)NC1=O. RXN SMILES: [CH2:23]1[O:24][CH2:25][CH2:26][CH2:27]1.[Cl:1][CH:2]([C:3](=[O:4])[NH:5][CH:6]([CH2:7][OH:8])[c:9]1[cH:10][cH:11][cH:12][cH:13][cH:14]1)[CH3:15].[H-:17].[Na+:16].[Na+:22].[O-:18][C:19]([OH:20])=[O:21]>>[CH:2]1([CH3:15])[C:3](=[O:4])[NH:5][CH:6]([c:9]2[cH:10][cH:11][cH:12][cH:13][cH:14]2)[CH2:7][O:8]1. The reactants are C1CCOC1, CCOC(=O)c1cc2ccc(C(=O)N(C)OC)cc2s1, [Li]C, [Cl-], [NH4+]. Yields the product CCOC(=O)c1cc2ccc(C(C)=O)cc2s1. Reaction SMILES: [CH2:25]1[O:26][CH2:27][CH2:28][CH2:29]1.[CH3:1][O:2][N:3]([C:4](=[O:5])[c:6]1[cH:7][c:8]2[c:9]([cH:10][c:11]([C:13](=[O:14])[O:15][CH2:16][CH3:17])[s:12]2)[cH:18][cH:19]1)[CH3:20].[CH3:21][Li:22].[Cl-:23].[NH4+:24]>>[C:4](=[O:5])([c:6]1[cH:7][c:8]2[c:9]([cH:10][c:11]([C:13](=[O:14])[O:15][CH2:16][CH3:17])[s:12]2)[cH:18][cH:19]1)[CH3:21]. The reactants are [H-].[Na+] (sodium hydride), C(=O)(OC(C)(C)C)N1CCC(CC1)O (Boc-(4-hydroxy)-piperidine), CN(C=O)C (dimethyl formamide), FC1=CC=C(CBr)C=C1 (4-fluoro benzyl bromide). Run at time 16 hour. Yields the product FC1=CC=C(C=C1)C1CCN(CC1)OC (4-(4-fluorophenyl)-methoxy piperidine). RXN SMILES: [H-].[Na+].C([N:10]1[CH2:15][CH2:14][CH:13](O)[CH2:12][CH2:11]1)(OC(C)(C)C)=O.[F:17][C:18]1[CH:25]=[CH:24][C:21](CBr)=[CH:20][CH:19]=1.CN(C)[CH:28]=[O:29]>>[F:17][C:18]1[CH:25]=[CH:24][C:21]([CH:13]2[CH2:12][CH2:11][N:10]([O:29][CH3:28])[CH2:15][CH2:14]2)=[CH:20][CH:19]=1 |f:0.1|. Reported procedure: Ninety-five percent dry sodium hydride is weighted in a 25 mL vial. Boc-(4-hydroxy)-piperidine (1 g, 4.97 mmol) in 10 mL of dimethyl formamide is added and the reaction mixture is stirred at room temperature for 15 minutes 4-fluoro benzyl bromide (1.4 g, 7.5 mmol) is added and the reaction mixture is stirred at room temperature for 16 hours, then quenched with water and diluted with ethyl acetate. The organic layer was washed with brine, then dried over MgSO4, and concentrated in vacuo. The crud... The reactants are FC(C(=O)O)(F)F (trifluoroacetic acid), CC1(C2=C(CN(C1)C(=O)OC(C)(C)C)C=NN2)C (tert.butyl 7,7-dimethyl-1,4,6,7-tetrahydro-pyrazolo[4,3-c]pyridine-5-carboxylate), Cl (HCl). The solvent is ClCCl (dichloromethane). Run at time 2 hour. The product is Cl.Cl.CC1(C2=C(CNC1)C=NN2)C (7,7-dimethyl-4,5,6,7-tetrahydro-1H-pyrazolo[4,3-c]pyridine dihydrochloride). RXN SMILES: FC(F)(F)C(O)=O.[CH3:8][C:9]1([CH3:25])[CH2:14][N:13](C(OC(C)(C)C)=O)[CH2:12][C:11]2[CH:22]=[N:23][NH:24][C:10]1=2.[ClH:26]>ClCCl>[ClH:26].[ClH:26].[CH3:8][C:9]1([CH3:25])[CH2:14][NH:13][CH2:12][C:11]2[CH:22]=[N:23][NH:24][C:10]1=2 |f:4.5.6|. Procedure: 5 mL trifluoroacetic acid were added at 0° C. to 1.6 g (6.1 mmol) tert.butyl 7,7-dimethyl-1,4,6,7-tetrahydro-pyrazolo[4,3-c]pyridine-5-carboxylate in 15 mL dichloromethane and stirred for 2 h at RT. The reaction mixture was evaporated down. The residue was taken up in ethanol and mixed with 12 mL (15 mmol) 1.25 M ethanolic HCl and then evaporated down. The residue was triturated with ethanol and the solid was separated off by suction filtering and dried.